describe an organic reaction: reactants, conditions, products, and yield From a dataset of the Open Reaction Database (ORD), a public repository of structured organic reaction records. RXN SMILES: [Cl:1][C:2]1[CH:34]=[CH:33][C:5]([CH2:6][O:7][C:8]2[CH:9]=[CH:10][C:11]([C:14]([F:32])([F:31])[C:15]([C:23]3[CH:28]=[CH:27][C:26]([F:29])=[CH:25][C:24]=3[F:30])([OH:22])[CH2:16][N:17]3[CH:21]=[N:20][N:19]=[N:18]3)=[N:12][CH:13]=2)=[C:4](F)[CH:3]=1.BrCC1C=CC(Cl)=CC=1>>[Cl:1][C:2]1[CH:34]=[CH:33][C:5]([CH2:6][O:7][C:8]2[CH:9]=[CH:10][C:11]([C:14]([F:32])([F:31])[C:15]([C:23]3[CH:28]=[CH:27][C:26]([F:29])=[CH:25][C:24]=3[F:30])([OH:22])[CH2:16][N:17]3[CH:21]=[N:20][N:19]=[N:18]3)=[N:12][CH:13]=2)=[CH:4][CH:3]=1. The product is ClC1=CC=C(COC=2C=CC(=NC2)C(C(CN2N=NN=C2)(O)C2=C(C=C(C=C2)F)F)(F)F)C=C1 (1-(5-(4-Chlorobenzyloxy)pyridin-2-yl)-2-(2,4-difluorophenyl)-1,1-difluoro-3-(1H-tetrazol-1-yl)propan-2-ol), syrup. Yield: 28.7%. Procedure: Compound 4 was prepared in a similar manner to compound 1 from 1-(bromomethyl)-4-chlorobenzene to afford a syrup (0.04 g, 0.08 mmol, 28.7%). 1H NMR (500 MHz, CDCl3): δ 8.73 (s, 1H), 8.23 (d, J=2.0 Hz, 1H), 7.51 (d, J=8.5 Hz, 2H), 7.40 (d, J=8.5 Hz, 2H), 7.34-7.29 (m, 2H), 7.28 (dd, J=9.0, 3.0 Hz, 1H), 6.77-6.73 (m, 1H), 6.67 (t, J=7.0 Hz, 1H), 5.55 (d, J=14 Hz, 1H), 5.09 (s, 2H), 5.08 (d, J=14.5 Hz, 2H). MS (ESI): m/z 494.1 [M++1]. Starting materials: ClC1=CC(=C(COC=2C=CC(=NC2)C(C(CN2N=NN=C2)(O)C2=C(C=C(C=C2)F)F)(F)F)C=C1)F (1-(5-(4-Chloro-2-fluorobenzyloxy)pyridin-2-yl)-2-(2,4-difluorophenyl)-1,1-difluoro-3-(1H-tetrazol-1-yl)propan-2-ol), BrCC1=CC=C(C=C1)Cl (1-(bromomethyl)-4-chlorobenzene). The reactants are CC1(CCCC(N1[O])(C)C)C (TEMPO), S(=O)([O-])[O-].[Na+].[Na+] (sodium sulfite), C(C)(C)(C)OC(=O)N1[C@H]([C@@H](C[C@H]1CO)C(C)C)C1=CC(=C(C=C1)OC)OCCCOC ((2R,3S,5S)-5-Hydroxymethyl-3-isopropyl-2-[4-methoxy-3-(3-methoxy-propoxy)phenyl]-pyrrolidine-1-carboxylic acid tert-butyl ester), C(O)([O-])=O.[Na+] (sodium hydrogencarbonate), [Br-].[K+] (potassium bromide), CC1(CCCC(N1[O])(C)C)C (TEMPO), Cl[O-].[Na+] (sodium hypochlorite). The solvent is ClCCl (dichloromethane), O (water). Conditions: temperature 5 celsius. Yields the product C(C)(C)(C)OC(=O)N1[C@H]([C@@H](C[C@H]1C=O)C(C)C)C1=CC(=C(C=C1)OC)OCCCOC ((2R,3S,5S)-5-Formyl-3-isopropyl-2-[4-methoxy-3-(3 methoxy-propoxy)-phenyl]pyrrolidine-1-carboxylic acid tert-butyl ester). The yield is 52.3%. As a reaction SMILES: CC1(C)N([O])C(C)(C)CCC1.[C:12]([O:16][C:17]([N:19]1[C@H:23]([CH2:24][OH:25])[CH2:22][C@@H:21]([CH:26]([CH3:28])[CH3:27])[C@@H:20]1[C:29]1[CH:34]=[CH:33][C:32]([O:35][CH3:36])=[C:31]([O:37][CH2:38][CH2:39][CH2:40][O:41][CH3:42])[CH:30]=1)=[O:18])([CH3:15])([CH3:14])[CH3:13].C(=O)([O-])O.[Na+].[Br-].[K+].Cl[O-].[Na+].S([O-])([O-])=O.[Na+].[Na+]>ClCCl.O>[C:12]([O:16][C:17]([N:19]1[C@H:23]([CH:24]=[O:25])[CH2:22][C@@H:21]([CH:26]([CH3:28])[CH3:27])[C@@H:20]1[C:29]1[CH:34]=[CH:33][C:32]([O:35][CH3:36])=[C:31]([O:37][CH2:38][CH2:39][CH2:40][O:41][CH3:42])[CH:30]=1)=[O:18])([CH3:15])([CH3:14])[CH3:13] |f:2.3,4.5,6.7,8.9.10,^1:4|. Procedure details: Using TEMPO: A mixture of 0.96 g of the alcohol 6, 0.044 g of sodium hydrogencarbonate, 0.026 g of potassium bromide and 0.051 g of TEMPO in 3 mL of dichloromethane and 1.2 mL of water is cooled to 5° C. To the mixture is added dropwise 0.13 g of 10-13% sodium hypochlorite solution, and the mixture stirred for 5 h between 5° C. and 20° C., before addition of 0.57 g of sodium sulfite. The phases are then separated and the organic phase washed twice with 5 mL of water. Evaporation of the solvent i... Starting materials: CCO, CC[O-], COc1cccc(C=O)c1OC, Cl, CCOC(=O)CN=[N+]=[N-], [Na+], [Na], O. Yields the product CCOC(=O)C(=Cc1cccc(OC)c1OC)N=[N+]=[N-]. Reaction SMILES: [CH3:29][CH2:30][OH:31].[CH3:2][CH2:3][O-:4].[CH3:6][O:7][c:8]1[c:9]([CH:10]=[O:11])[cH:12][cH:13][cH:14][c:15]1[O:16][CH3:17].[ClH:27].[N:18](=[N+:19]=[N-:20])[CH2:21][C:22](=[O:23])[O:24][CH2:25][CH3:26].[Na+:1].[Na:5].[OH2:28]>>[CH3:6][O:7][c:8]1[c:9]([CH:10]=[C:21]([N:18]=[N+:19]=[N-:20])[C:22](=[O:23])[O:24][CH2:25][CH3:26])[cH:12][cH:13][cH:14][c:15]1[O:16][CH3:17]. Reactants: C(#N)C=1C(C=2C=C3C(=NC2N(C1)C)C=C(C(=C3)F)F)=O (3-cyano-7,8-difluoro-1-methyl-4-oxo-1,4-dihydrobenzo[b][1,8]naphthyridine), CN1CCNCC1 (N-methylpiperazine). Solvent: CS(=O)C (dimethyl sulphoxide). Reaction conditions: time 15 hour. Yields the product C(#N)C=1C(C=2C=C3C(=NC2N(C1)C)C=C(C(=C3)F)N3CCN(CC3)C)=O (3-cyano-7-fluoro-1-methyl-8-(4-methyl-1-piperazinyl)-4oxobenzo[b][1,8]naphthyridine). RXN SMILES: [C:1]([C:3]1[C:4](=[O:20])[C:5]2[CH:6]=[C:7]3[CH:17]=[C:16]([F:18])[C:15](F)=[CH:14][C:8]3=[N:9][C:10]=2[N:11]([CH3:13])[CH:12]=1)#[N:2].[CH3:21][N:22]1[CH2:27][CH2:26][NH:25][CH2:24][CH2:23]1>CS(C)=O>[C:1]([C:3]1[C:4](=[O:20])[C:5]2[CH:6]=[C:7]3[CH:17]=[C:16]([F:18])[C:15]([N:25]4[CH2:26][CH2:27][N:22]([CH3:21])[CH2:23][CH2:24]4)=[CH:14][C:8]3=[N:9][C:10]=2[N:11]([CH3:13])[CH:12]=1)#[N:2]. Reported procedure: A suspension of 2.1 g of 3-cyano-7,8-difluoro-1-methyl-4-oxo-1,4-dihydrobenzo[b][1,8]naphthyridine in 100 cm3 of dimethyl sulphoxide is heated to 80° C. in the presence of 2 cm3 of N-methylpiperazine. The reaction mixture is maintained at this temperature for 8 hours. The solution obtained is cooled to room temperature and stirred at this temperature for 15 hours. The precipitate formed is filtered off, washed with 3 times 20 cm3 of water and dried under vacuum (20 kPa) at 50° C. 2.6 g of 3-cyan... The reactants are N1=C(C=CC=C1)CCC1CCCCC(N1)=O (Hexahydro-7-[2-(2-pyridyl) ethyl]-1H-azepin-2-one), [H][H] (hydrogen). The reagents and catalysts are [Pt]=O (platinum oxide). Run in C(C)(=O)O (acetic acid). Product: N1C(CCCC1)CCC1CCCCC(N1)=O (hexahydro-7-[2-(2-piperidyl)ethyl]-1H-azepin-2-one). Yield: 93.2%. RXN SMILES: [N:1]1[CH:6]=[CH:5][CH:4]=[CH:3][C:2]=1[CH2:7][CH2:8][CH:9]1[NH:15][C:14](=[O:16])[CH2:13][CH2:12][CH2:11][CH2:10]1.[H][H]>[Pt]=O.C(O)(=O)C>[NH:1]1[CH2:6][CH2:5][CH2:4][CH2:3][CH:2]1[CH2:7][CH2:8][CH:9]1[NH:15][C:14](=[O:16])[CH2:13][CH2:12][CH2:11][CH2:10]1. Procedure details: Example 296 A) A sample of the Hexahydro-7-[2-(2-pyridyl) ethyl]-1H-azepin-2-one product of Example 290b (2.4 g, 11 mmol), platinum oxide (500 mg) and glacial acetic acid (30 mL) were shaken on a Parr hydrogenator at 55 psi of hydrogen overnight. The contents were filtered and the filtrate was concentrated in vacuo. The residue was dissolved in water and adjusted to pH 9 with 2.5N NaOH. The aqueous solution was extracted with CH2Cl2 and the organic layer was dried over MgSO4 and concentrated in ... Reactants: BrC=1C=C(C(=O)OC)C=C(C1Cl)NC(=O)OC(C)(C)C (methyl 3-bromo-5-((tert-butoxycarbonyl)amino)-4-chlorobenzoate), BrC=1C=C(C(=O)OC)C=C(C1Cl)NC(=O)OC(C)(C)C (methyl 3-bromo-5-((tert-butoxycarbonyl)amino)-4-chlorobenzoate), [Li+].[OH-] (LiOH). Solvent: C1CCOC1 (THF), CO (MeOH), O (water). Conditions: time 2 hour. The product is BrC=1C=C(C(=O)O)C=C(C1Cl)NC(=O)OC(C)(C)C (3-bromo-5-((tert-butoxycarbonyl)amino)-4-chlorobenzoic acid). The yield is 98.9%. Reaction SMILES: [Br:1][C:2]1[CH:3]=[C:4]([CH:9]=[C:10]([NH:13][C:14]([O:16][C:17]([CH3:20])([CH3:19])[CH3:18])=[O:15])[C:11]=1[Cl:12])[C:5]([O:7]C)=[O:6].[Li+].[OH-]>C1COCC1.CO.O>[Br:1][C:2]1[CH:3]=[C:4]([CH:9]=[C:10]([NH:13][C:14]([O:16][C:17]([CH3:20])([CH3:19])[CH3:18])=[O:15])[C:11]=1[Cl:12])[C:5]([OH:7])=[O:6] |f:1.2|. Procedure: (I5A): A stirred solution of methyl 3-bromo-5-((tert-butoxycarbonyl)amino)-4-chlorobenzoate (1 g, 2.74 mmol, Intermediate 4) in THF (15 mL), MeOH (3.75 mL) and water (3.75 mL) was treated with LiOH (0.263 g, 10.97 mmol). The reaction was stirred at rt for 2 h. The reaction mixture was concentrated and the white residue was suspended in water, then neutralized with AcOH to pH ˜6-7. The suspension was stirred for 30 min, then the white solid was collected by filtration and dried in air to yield 3-... Reactants: O=C(NC1CCN(Cc2ccccc2)CC1)C(CCCc1ccccc1)CCCc1ccccc1, CCO, [OH-], [OH-], [Pd+2]. Yields the product O=C(NC1CCNCC1)C(CCCc1ccccc1)CCCc1ccccc1. As a reaction SMILES: [CH2:1]([c:2]1[cH:3][cH:4][cH:5][cH:6][cH:7]1)[N:8]1[CH2:9][CH2:10][CH:11]([NH:14][C:15]([CH:16]([CH2:17][CH2:18][CH2:19][c:20]2[cH:21][cH:22][cH:23][cH:24][cH:25]2)[CH2:26][CH2:27][CH2:28][c:29]2[cH:30][cH:31][cH:32][cH:33][cH:34]2)=[O:35])[CH2:12][CH2:13]1.[CH3:39][CH2:40][OH:41].[OH-:36].[OH-:37].[Pd+2:38]>>[NH:8]1[CH2:9][CH2:10][CH:11]([NH:14][C:15]([CH:16]([CH2:17][CH2:18][CH2:19][c:20]2[cH:21][cH:22][cH:23][cH:24][cH:25]2)[CH2:26][CH2:27][CH2:28][c:29]2[cH:30][cH:31][cH:32][cH:33][cH:34]2)=[O:35])[CH2:12][CH2:13]1. Starting materials: CC(=O)Oc1c(C(C)(C)C)cc2c(c1C(C)(C)C)CC(C)(C=O)O2, CCO, Cl, N=C(N)NN, c1ccncc1. The product is CC(=O)Oc1c(C(C)(C)C)cc2c(c1C(C)(C)C)CC(C)(C=NNC(=N)N)O2. RXN SMILES: [C:1]([CH3:2])(=[O:3])[O:4][c:5]1[c:6]([C:21]([CH3:22])([CH3:23])[CH3:24])[cH:7][c:8]2[c:9]([c:16]1[C:17]([CH3:18])([CH3:19])[CH3:20])[CH2:10][C:11]([CH3:13])([CH:14]=[O:15])[O:12]2.[CH3:31][CH2:32][OH:33].[ClH:25].[NH2:26][NH:27][C:28](=[NH:29])[NH2:30].[cH:34]1[cH:35][cH:36][n:37][cH:38][cH:39]1>>[C:1]([CH3:2])(=[O:3])[O:4][c:5]1[c:6]([C:21]([CH3:22])([CH3:23])[CH3:24])[cH:7][c:8]2[c:9]([c:16]1[C:17]([CH3:18])([CH3:19])[CH3:20])[CH2:10][C:11]([CH3:13])([CH:14]=[N:26][NH:27][C:28](=[NH:29])[NH2:30])[O:12]2.